From a dataset of the Open Reaction Database (ORD), a public repository of structured organic reaction records. describe an organic reaction: reactants, conditions, products, and yield The reactants are CC(C)(C)OC(=O)N1CC2CCN(c3cncc(OCc4ccccc4)c3)C2C1, CO, O=C[O-], [NH4+]. The product is CC(C)(C)OC(=O)N1CC2CCN(c3cncc(O)c3)C2C1. RXN SMILES: [CH2:1]([c:2]1[cH:3][cH:4][cH:5][cH:6][cH:7]1)[O:8][c:9]1[cH:10][c:11]([N:15]2[CH:16]3[CH:17]([CH2:18][CH2:19]2)[CH2:20][N:21]([C:23](=[O:24])[O:25][C:26]([CH3:27])([CH3:28])[CH3:29])[CH2:22]3)[cH:12][n:13][cH:14]1.[CH3:34][OH:35].[CH:30]([O-:31])=[O:32].[NH4+:33]>>[OH:8][c:9]1[cH:10][c:11]([N:15]2[CH:16]3[CH:17]([CH2:18][CH2:19]2)[CH2:20][N:21]([C:23](=[O:24])[O:25][C:26]([CH3:27])([CH3:28])[CH3:29])[CH2:22]3)[cH:12][n:13][cH:14]1. The reactants are CCc1[nH]c(C(=O)O)nc1Cl, ClCCl, COC(=O)c1cccc(N2CCC(N)C(OC)C2)c1F, On1nnc2ccccc21. Yields the product CCc1[nH]c(C(=O)NC2CCN(c3cccc(C(=O)OC)c3F)CC2OC)nc1Cl. As a reaction SMILES: [Cl:21][c:22]1[n:23][c:24]([C:29](=[O:30])[OH:31])[nH:25][c:26]1[CH2:27][CH3:28].[Cl:42][CH2:43][Cl:44].[NH2:1][CH:2]1[CH:3]([O:19][CH3:20])[CH2:4][N:5]([c:8]2[c:9]([F:18])[c:10]([C:11](=[O:12])[O:13][CH3:14])[cH:15][cH:16][cH:17]2)[CH2:6][CH2:7]1.[OH:32][n:33]1[c:34]2[c:35]([cH:36][cH:37][cH:38][cH:39]2)[n:40][n:41]1>>[NH:1]([CH:2]1[CH:3]([O:19][CH3:20])[CH2:4][N:5]([c:8]2[c:9]([F:18])[c:10]([C:11](=[O:12])[O:13][CH3:14])[cH:15][cH:16][cH:17]2)[CH2:6][CH2:7]1)[C:29]([c:24]1[n:23][c:22]([Cl:21])[c:26]([CH2:27][CH3:28])[nH:25]1)=[O:30]. Reactants: C=CC(=O)CC, CO, C[O-], C[N+](=O)[O-], [Na+]. The product is CCC(=O)CCC[N+](=O)[O-]. Reaction SMILES: [CH2:1]([CH3:2])[C:3](=[O:4])[CH:5]=[CH2:6].[CH3:14][OH:15].[CH3:7][O-:8].[N+:10](=[O:11])([O-:12])[CH3:13].[Na+:9]>>[CH2:1]([CH3:2])[C:3](=[O:4])[CH2:5][CH2:6][CH2:13][N+:10](=[O:11])[O-:12]. Starting materials: CCCCCCCCCCCCN1CC(Oc2ccc(I)cc2)CC1C(=O)O, CC(C)C[Al+]CC(C)C, [H-], C1CCOC1. Product: CCCCCCCCCCCCN1CC(Oc2ccc(I)cc2)CC1CO. Reaction SMILES: [CH2:1]([CH2:2][CH2:3][CH2:4][CH2:5][CH2:6][CH2:7][CH2:8][CH2:9][CH2:10][CH2:11][CH3:12])[N:13]1[CH:14]([C:26](=[O:27])[OH:28])[CH2:15][CH:16]([O:18][c:19]2[cH:20][cH:21][c:22]([I:25])[cH:23][cH:24]2)[CH2:17]1.[CH2:30]([Al+:31][CH2:32][CH:33]([CH3:34])[CH3:35])[CH:36]([CH3:37])[CH3:38].[H-:29].[O:39]1[CH2:40][CH2:41][CH2:42][CH2:43]1>>[CH2:1]([CH2:2][CH2:3][CH2:4][CH2:5][CH2:6][CH2:7][CH2:8][CH2:9][CH2:10][CH2:11][CH3:12])[N:13]1[CH:14]([CH2:26][OH:27])[CH2:15][CH:16]([O:18][c:19]2[cH:20][cH:21][c:22]([I:25])[cH:23][cH:24]2)[CH2:17]1.